From a dataset of the Open Reaction Database (ORD), a public repository of structured organic reaction records. describe an organic reaction: reactants, conditions, products, and yield Starting materials: [H-].[Al+3].[Li+].[H-].[H-].[H-] (lithium aluminum hydride), [OH-].[Na+] (NaOH), FC1=CC=C(C=C1)C(CC#N)C1=NC2=CC=CC=C2C(=N1)NC1=NNC(=C1)C (3-(4-fluorophenyl)-3-(4-(5-methyl-1H-pyrazol-3-ylamino)quinazolin-2-yl)propanenitrile), [H-].[Al+3].[Li+].[H-].[H-].[H-] (lithium aluminum hydride), CO (MeOH). Solvent: CS(=O)C (DMSO), CC(=O)O (AcOH), C1CCOC1 (THF). Reaction conditions: time 5 minute. Product: NCCC(C1=CC=C(C=C1)F)C1=NC2=CC=CC=C2C(=N1)NC1=NNC(=C1)C (2-(3-amino-1-(4-fluorophenyl)propyl)-N-(5-methyl-1H-pyrazol-3-yl)quinazolin-4-amine), acetate salt. The yield is 25.0%. As a reaction SMILES: [F:1][C:2]1[CH:7]=[CH:6][C:5]([CH:8]([C:12]2[N:21]=[C:20]([NH:22][C:23]3[CH:27]=[C:26]([CH3:28])[NH:25][N:24]=3)[C:19]3[C:14](=[CH:15][CH:16]=[CH:17][CH:18]=3)[N:13]=2)[CH2:9][C:10]#[N:11])=[CH:4][CH:3]=1.[H-].[Al+3].[Li+].[H-].[H-].[H-].[OH-].[Na+].CO>C1COCC1.CS(C)=O.CC(O)=O>[NH2:11][CH2:10][CH2:9][CH:8]([C:12]1[N:21]=[C:20]([NH:22][C:23]2[CH:27]=[C:26]([CH3:28])[NH:25][N:24]=2)[C:19]2[C:14](=[CH:15][CH:16]=[CH:17][CH:18]=2)[N:13]=1)[C:5]1[CH:4]=[CH:3][C:2]([F:1])=[CH:7][CH:6]=1 |f:1.2.3.4.5.6,7.8|. Procedure: To 3-(4-fluorophenyl)-3-(4-(5-methyl-1H-pyrazol-3-ylamino)quinazolin-2-yl)propanenitrile from Example 68 (80 mg, 0.21 mmol) in THF (3 mL) at 0° C. was added lithium aluminum hydride (20 mg) and the mixture was stirred for 5 min, then allowed to warm to rt and stir for 2-3 h. An additional amount of lithium aluminum hydride (40 mg) was then added and stirring was continued for 45 min. To the solution was slowly added 1 N NaOH (0.5 mL) followed by MeOH (2 mL). The mixture was stirred for 5 min and... Reactants: O=C(O)c1ccc2c(c1)nc(-c1ccc3nc(-c4cc(Br)ccc4O)ccc3c1)n2C1CCCCC1, CCO, CC(=O)c1cc(-c2ccc(Cl)c(Cl)c2)no1, [K+], [OH-]. Product: O=C(O)c1ccc2c(c1)nc(-c1ccc3nc(-c4cc(-c5ccc(Cl)c(Cl)c5)no4)ccc3c1)n2C1CCCCC1. Reaction SMILES: [Br:1][c:2]1[cH:3][cH:4][c:5]([OH:6])[c:7](-[c:8]2[n:9][c:10]3[cH:11][cH:12][c:13](-[c:18]4[n:19][c:20]5[c:21]([n:22]4[CH:23]4[CH2:24][CH2:25][CH2:26][CH2:27][CH2:28]4)[cH:29][cH:30][c:31]([C:33](=[O:34])[OH:35])[cH:32]5)[cH:14][c:15]3[cH:16][cH:17]2)[cH:36]1.[CH3:55][CH2:56][OH:57].[Cl:37][c:38]1[cH:39][c:40](-[c:45]2[n:46][o:47][c:48]([C:50](=[O:51])[CH3:52])[cH:49]2)[cH:41][cH:42][c:43]1[Cl:44].[K+:54].[OH-:53]>>[c:8]1(-[c:48]2[o:47][n:46][c:45](-[c:40]3[cH:39][c:38]([Cl:37])[c:43]([Cl:44])[cH:42][cH:41]3)[cH:49]2)[n:9][c:10]2[cH:11][cH:12][c:13](-[c:18]3[n:19][c:20]4[c:21]([n:22]3[CH:23]3[CH2:24][CH2:25][CH2:26][CH2:27][CH2:28]3)[cH:29][cH:30][c:31]([C:33](=[O:34])[OH:35])[cH:32]4)[cH:14][c:15]2[cH:16][cH:17]1. Product: NC1=C(C(=NC2=CC=CC(=C12)OCC(C)(C)NC(=O)C1CCC1)C)C(=O)OCC (ethyl 4-amino-5-(2-(cyclobutanecarboxamido)-2-methylpropoxy)-2-methylquinoline-3-carboxylate). Reaction SMILES: [NH2:1][C:2]1[C:11]2[C:6](=[CH:7][CH:8]=[CH:9][C:10]=2[O:12][CH2:13][C:14]([NH2:17])([CH3:16])[CH3:15])[N:5]=[C:4]([CH3:18])[C:3]=1[C:19]([O:21][CH2:22][CH3:23])=[O:20].[CH:24]1([C:28](O)=[O:29])[CH2:27][CH2:26][CH2:25]1>>[NH2:1][C:2]1[C:11]2[C:6](=[CH:7][CH:8]=[CH:9][C:10]=2[O:12][CH2:13][C:14]([NH:17][C:28]([CH:24]2[CH2:27][CH2:26][CH2:25]2)=[O:29])([CH3:16])[CH3:15])[N:5]=[C:4]([CH3:18])[C:3]=1[C:19]([O:21][CH2:22][CH3:23])=[O:20]. Procedure details: Prepared as in Example 24a from ethyl 4-amino-5-(2-amino-2-methylpropoxy)-2-methylquinoline-3-carboxylate (Example 24b) and cyclobutanecarboxylic acid as an off-white solid (61%). MS 400 (MH+). The reactants are NC1=C(C(=NC2=CC=CC(=C12)OCC(C)(C)N)C)C(=O)OCC (ethyl 4-amino-5-(2-amino-2-methylpropoxy)-2-methylquinoline-3-carboxylate), C1(CCC1)C(=O)O (cyclobutanecarboxylic acid). Procedure details: A charge of 800 ml. of methanol, 335 g. (1 mole) of 2-acetoxyethyl 2-cyano-3,3-diphenylacrylate and 10 drops of concentrated hydrochloric acid was heated at 65° C. for 18 hours. Evaporation of the solvent left 235 g. (80%) of the intermediate compound as an amber, viscous oil. The product is C(#N)C(C(=O)OCCO)=C(C1=CC=CC=C1)C1=CC=CC=C1 (2-Hydroxyethyl 2-Cyano-3,3-Diphenylacrylate). Reagents/catalysts: Cl (hydrochloric acid). As a reaction SMILES: [C:1]([C:3](=[C:13]([C:20]1[CH:25]=[CH:24][CH:23]=[CH:22][CH:21]=1)[C:14]1[CH:19]=[CH:18][CH:17]=[CH:16][CH:15]=1)[C:4]([O:6][CH2:7][CH2:8][O:9]C(=O)C)=[O:5])#[N:2]>Cl.CO>[C:1]([C:3](=[C:13]([C:20]1[CH:21]=[CH:22][CH:23]=[CH:24][CH:25]=1)[C:14]1[CH:15]=[CH:16][CH:17]=[CH:18][CH:19]=1)[C:4]([O:6][CH2:7][CH2:8][OH:9])=[O:5])#[N:2]. Run in CO (methanol). The reactants are C(#N)C(C(=O)OCCOC(C)=O)=C(C1=CC=CC=C1)C1=CC=CC=C1 (2-acetoxyethyl 2-cyano-3,3-diphenylacrylate). Reactants: C([C@H]([C@H]([C@@H]([C@H](C(=O)O)N)O)O)O)O (D-glucosaminic acid), CN(C)C(=[N+](C)C)ON1C2=C(C=CC=C2)N=N1.[B-](F)(F)(F)F (TBTU), CN1CCOCC1 (N-Methylmorpholine), CN(C)C(=[N+](C)C)ON1C2=C(C=CC=C2)N=N1.[B-](F)(F)(F)F (TBTU), FC1=CC=C(C=C1)N1[C@@H]([C@H](C1=O)SCC(=O)C1=CC=C(C=C1)F)C1=CC=C(OCC(=O)NCC(=O)O)C=C1 (N-{[4-((2R,3R)-1-(4-Fluorophenyl)-3-{[2-(4-fluorophenyl)-2-oxoethyl]thio}-4-oxoazetidin-2-yl)phenoxy]acetyl}glycine), amide. The reagents and catalysts are [Br-].C(CCC)[N+](CCCC)(CCCC)CCCC (tetrabutylammoniumbromide). Solvent: CS(=O)C (DMSO). Reaction conditions: time 1 hour. Product: FC1=CC=C(C=C1)N1[C@@H]([C@H](C1=O)SCC(O)C1=CC=C(C=C1)F)C1=CC=C(OCC(=O)NCC(=O)N[C@H]([C@H]([C@@H]([C@@H](CO)O)O)O)C(=O)O)C=C1 (N-{[4-((2R,3R)-1-(4-fluorophenyl)-3-{[2-(4-fluorophenyl)-2-hydroxyethyl]thio}-4-oxoazetidin-2-yl)phenoxy]acetyl}glycyl-(3R,4S,5R)-3,4,5,6-tetrahydroxy-D-norleucine). Isolated yield 15.1%. Reaction SMILES: [F:1][C:2]1[CH:7]=[CH:6][C:5]([N:8]2[C:11](=[O:12])[C@H:10]([S:13][CH2:14][C:15]([C:17]3[CH:22]=[CH:21][C:20]([F:23])=[CH:19][CH:18]=3)=[O:16])[C@H:9]2[C:24]2[CH:38]=[CH:37][C:27]([O:28][CH2:29][C:30]([NH:32][CH2:33][C:34](O)=[O:35])=[O:31])=[CH:26][CH:25]=2)=[CH:4][CH:3]=1.CN1CCOCC1.CN(C(ON1N=NC2C=CC=CC1=2)=[N+](C)C)C.[B-](F)(F)(F)F.[CH2:68]([OH:80])[C@@H:69]([OH:79])[C@@H:70]([OH:78])[C@H:71]([OH:77])[C@@H:72]([NH2:76])[C:73]([OH:75])=[O:74]>CS(C)=O.[Br-].C([N+](CCCC)(CCCC)CCCC)CCC>[F:1][C:2]1[CH:7]=[CH:6][C:5]([N:8]2[C:11](=[O:12])[C@H:10]([S:13][CH2:14][CH:15]([C:17]3[CH:22]=[CH:21][C:20]([F:23])=[CH:19][CH:18]=3)[OH:16])[C@H:9]2[C:24]2[CH:25]=[CH:26][C:27]([O:28][CH2:29][C:30]([NH:32][CH2:33][C:34]([NH:76][C@@H:72]([C:73]([OH:75])=[O:74])[C@@H:71]([OH:77])[C@H:70]([OH:78])[C@H:69]([OH:79])[CH2:68][OH:80])=[O:35])=[O:31])=[CH:37][CH:38]=2)=[CH:4][CH:3]=1 |f:2.3,6.7|. Reported procedure: N-{[4-((2R,3R)-1-(4-Fluorophenyl)-3-{[2-(4-fluorophenyl)-2-oxoethyl]thio}-4-oxoazetidin-2-yl)phenoxy]acetyl}glycine (0.025 g, 0.046 mmol) was dissolved in DMSO (2 ml) at 30° C. N-Methylmorpholine (0.014 g, 0.139 mmol) and TBTU (0.018 g, 0.056 mmol) were added. After 1 h, D-glucosaminic acid (0.018 g, 0.092 mmol) and tetrabutylammoniumbromide (0.001 g, 0.005 mmol) were added. The mixture was stirred for 15 minutes. Additional TBTU (18 mg, 0.056 mmol) was added. After 30 minutes, approximately 30%... Starting materials: CC(C)(C)C(=O)Cl, Cc1ccccc1, CC(C)O, ClCCl, Nc1nc(NCCc2ccc(O)cc2)nc2nc(-c3ccco3)nn12, O=C(O)C(F)(F)F. Product: CC(C)(C)C(=O)Oc1ccc(CCNc2nc(N)n3nc(-c4ccco4)nc3n2)cc1. As a reaction SMILES: [C:33]([C:34]([CH3:35])([CH3:36])[CH3:37])(=[O:38])[Cl:39].[CH3:40][c:41]1[cH:42][cH:43][cH:44][cH:45][cH:46]1.[CH:50]([OH:51])([CH3:52])[CH3:53].[Cl:47][CH2:48][Cl:49].[NH2:1][c:2]1[n:3][c:4]([NH:16][CH2:17][CH2:18][c:19]2[cH:20][cH:21][c:22]([OH:25])[cH:23][cH:24]2)[n:5][c:6]2[n:7]1[n:8][c:9](-[c:11]1[o:12][cH:13][cH:14][cH:15]1)[n:10]2.[OH:26][C:27]([C:28]([F:29])([F:30])[F:31])=[O:32]>>[NH2:1][c:2]1[n:3][c:4]([NH:16][CH2:17][CH2:18][c:19]2[cH:20][cH:21][c:22]([O:25][C:33]([C:34]([CH3:35])([CH3:36])[CH3:37])=[O:38])[cH:23][cH:24]2)[n:5][c:6]2[n:7]1[n:8][c:9](-[c:11]1[o:12][cH:13][cH:14][cH:15]1)[n:10]2. As a reaction SMILES: [OH:39][c:40]1[cH:41][c:42]([C:51]([OH:52])=[O:53])[n:43][c:44]2[c:45]([OH:50])[cH:46][cH:47][cH:48][c:49]12.[cH:1]1[c:2]2[c:12]([cH:13][cH:14][cH:15]1)-[c:7]1[c:6]([cH:11][cH:10][cH:9][cH:8]1)[CH:3]2[CH2:4][O:5][C:16](=[O:17])[NH:18][CH:19]([CH2:20][O:21][C:22]([CH3:23])([CH3:24])[CH3:25])[C:26](=[O:27])[NH:28][CH2:29][CH2:30][c:31]1[cH:32][c:33]([OH:34])[c:35]([OH:36])[cH:37][cH:38]1>>[C:16](=[O:17])([NH:18][CH:19]([CH2:20][O:21][C:22]([CH3:23])([CH3:24])[CH3:25])[C:26](=[O:27])[NH:28][CH2:29][CH2:30][c:31]1[cH:32][c:33]([OH:34])[c:35]([OH:36])[cH:37][cH:38]1)[c:42]1[cH:41][c:40]([OH:39])[c:49]2[c:44]([n:43]1)[c:45]([OH:50])[cH:46][cH:47][cH:48]2. Starting materials: O=C(O)c1cc(O)c2cccc(O)c2n1, CC(C)(C)OCC(NC(=O)OCC1c2ccccc2-c2ccccc21)C(=O)NCCc1ccc(O)c(O)c1. Product: CC(C)(C)OCC(NC(=O)c1cc(O)c2cccc(O)c2n1)C(=O)NCCc1ccc(O)c(O)c1. Procedure: An aqueous solution of 1-adamantylamine hydrochloride (Alfa-Aesar, 99%) was treated with potassium hydroxide and extracted with toluene, dried over Na2SO4, filtered and stripped down by rotary evaporation to give 30.3 g 1-adamantylamine (200 mmol). The procedure for compound 1, above, was followed except the reaction was heated at 45° C. overnight yielding 26.23 g white solids (62.8 mmol, 63% yield). When performing the activated carbon treatment 2:1 water/absolute ethanol was used to dissolve t... The reactants are Cl.C12(CC3CC(CC(C1)C3)C2)N (1-adamantylamine hydrochloride), [OH-].[K+] (potassium hydroxide). As a reaction SMILES: Cl.[C:2]12([NH2:12])[CH2:11][CH:6]3[CH2:7][CH:8]([CH2:10][CH:4]([CH2:5]3)[CH2:3]1)[CH2:9]2.[OH-].[K+]>>[C:2]12([NH2:12])[CH2:9][CH:8]3[CH2:7][CH:6]([CH2:5][CH:4]([CH2:10]3)[CH2:3]1)[CH2:11]2 |f:0.1,2.3|. The product is C12(CC3CC(CC(C1)C3)C2)N (1-adamantylamine). Reported procedure: This compound was prepared from 7-benzyl-4-chloro-6,7-dihydro-3-methyl-6-oxo-thieno[2,3-b]pyrdine-5-carbonitrile (65) by applying the same method as described for the preparation of 7-benzyl-6-oxo-4-[4-(thiophene-2-carbonyl)-piperazin-1-yl]-6,7-dihydro-thieno[2,3-b]pyridine-5-carbonitrile (66). Yield 25%; MP 223° C. 1H-NMR (DMSO-d6) δ 2.48 (d, J=0.8 Hz, 3H), 3.50 (m, 4H), 3.86 (b, 4H), 5.30 (s, 2H), 6.99 (d, J=1.2 Hz, 1H), 7.16 (m, 1H), 7.30 (m, 5H), 7.47 (dd, J=0.8, 3.6 Hz, 1H), 7.80 (dd, J=1.2... Yield: 25.0%. Starting materials: C(C1=CC=CC=C1)N1C2=C(C(=C(C1=O)C#N)Cl)C(=CS2)C (7-benzyl-4-chloro-6,7-dihydro-3-methyl-6-oxo-thieno[2,3-b]pyridine-5-carbonitrile), C(C1=CC=CC=C1)N1C2=C(C(=C(C1=O)C#N)N1CCN(CC1)C(=O)C=1SC=CC1)C=CS2 (7-benzyl-6-oxo-4-[4-(thiophene-2-carbonyl)-piperazin-1-yl]-6,7-dihydro-thieno[2,3-b]pyrdine-5-carbonitrile). Yields the product C(C1=CC=CC=C1)N1C2=C(C(=C(C1=O)C#N)N1CCN(CC1)C(=O)C=1SC=CC1)C(=CS2)C (7-benzyl-3-methyl-6-oxo-4-[4-(thiophene-2-carbonyl)-piperazin-1-yl]-6,7-dihydro-thieno[2,3-b]pyridine-5-carbonitrile). RXN SMILES: [CH2:1]([N:8]1[C:13](=[O:14])[C:12]([C:15]#[N:16])=[C:11](Cl)[C:10]2[C:18]([CH3:21])=[CH:19][S:20][C:9]1=2)[C:2]1[CH:7]=[CH:6][CH:5]=[CH:4][CH:3]=1.C(N1C(=O)C(C#N)=C([N:38]2[CH2:43][CH2:42][N:41]([C:44]([C:46]3[S:47][CH:48]=[CH:49][CH:50]=3)=[O:45])[CH2:40][CH2:39]2)C2C=CSC1=2)C1C=CC=CC=1>>[CH2:1]([N:8]1[C:13](=[O:14])[C:12]([C:15]#[N:16])=[C:11]([N:38]2[CH2:43][CH2:42][N:41]([C:44]([C:46]3[S:47][CH:48]=[CH:49][CH:50]=3)=[O:45])[CH2:40][CH2:39]2)[C:10]2[C:18]([CH3:21])=[CH:19][S:20][C:9]1=2)[C:2]1[CH:7]=[CH:6][CH:5]=[CH:4][CH:3]=1. Starting materials: COC(=O)C=1SC(=CC1)C(Br)Br (5-dibromomethyl-thiophene-2-carboxylic acid methyl ester), COC(=O)C=1SC(=CC1)C (5-Methyl-thiophene-2-carboxylic acid methyl ester), BrN1C(CCC1=O)=O (N-bromosuccinimide), 2,2′-aza-bis-isobutyronitrile. The solvent is C(Cl)(Cl)(Cl)Cl (carbon tetrachloride). Yields the product COC(=O)C=1SC(=CC1)CBr (5-Bromomethyl-thiophene-2-carboxylic acid methyl ester). Yield: 25.0%. RXN SMILES: COC(C1SC(C)=CC=1)=O.BrN1C(=O)CCC1=O.[CH3:19][O:20][C:21]([C:23]1[S:24][C:25]([CH:28](Br)[Br:29])=[CH:26][CH:27]=1)=[O:22]>C(Cl)(Cl)(Cl)Cl>[CH3:19][O:20][C:21]([C:23]1[S:24][C:25]([CH2:28][Br:29])=[CH:26][CH:27]=1)=[O:22]. Procedure: 5-Methyl-thiophene-2-carboxylic acid methyl ester (20.0 g, 0.13 mol) was dissolved in a suspension of N-bromosuccinimide (45.4 g, 0.26 mol) and 2,2′-aza-bis-isobutyronitrile (0.1 g, 0.61 mmol) in 1 L of carbon tetrachloride. The suspension was refluxed for 48 hours then cooled and the precipitate was filtered off. The filtrate was concentrated and the residue was purified on silica gel (100% hexanes then 9:1 Hexanes-Ethyl acetate) to provide a 26 g fraction containing mainly the di-brominated co...